Task: describe an organic reaction: reactants, conditions, products, and yield. Dataset: the Open Reaction Database (ORD), a public repository of structured organic reaction records Reported procedure: A solution of methyl 2-(7-fluoroquinolin-6-yl)propanoate (756 mg, 3.24 mmol) and hydrazine monohydrate (1.5 mL) in methanol (5 mL) was heated at 50° C. overnight. After cooling, the solvent was removed in vacuo to afford the title compound (756 mg, 100%) which was used without further purification. LCMS (method A): [MH]+=234, tR=3.14 min. Run in CO (methanol). The reactants are FC1=C(C=C2C=CC=NC2=C1)C(C(=O)OC)C (methyl 2-(7-fluoroquinolin-6-yl)propanoate), O.NN (hydrazine monohydrate). Product: FC1=C(C=C2C=CC=NC2=C1)C(C(=O)NN)C (2-(7-Fluoroquinolin-6-yl)propanehydrazide). As a reaction SMILES: [F:1][C:2]1[CH:11]=[C:10]2[C:5]([CH:6]=[CH:7][CH:8]=[N:9]2)=[CH:4][C:3]=1[CH:12]([CH3:17])[C:13](OC)=[O:14].O.[NH2:19][NH2:20]>CO>[F:1][C:2]1[CH:11]=[C:10]2[C:5]([CH:6]=[CH:7][CH:8]=[N:9]2)=[CH:4][C:3]=1[CH:12]([CH3:17])[C:13]([NH:19][NH2:20])=[O:14] |f:1.2|. Isolated yield 100.0%. Reactants: Br.COC1=CC=C(C=C1)C(CSC(C)=N)=O (thioacetimidic acid 2-(4-methoxyphenyl)-2-oxoethyl ester hydrobromide). Reagents/catalysts: [Cl-].[Zn+2].[Cl-] (zinc (II) chloride). Run in CO (methanol), C(=O)(O)[O-].[Na+] (NaHCO3). The product is COC1=CC=C(C=C1)C=1N=C(SC1)C (4-(4-methoxyphenyl)-2-methylthiazole). The yield is 92.4%. Reaction SMILES: Br.[CH3:2][O:3][C:4]1[CH:9]=[CH:8][C:7]([C:10](=O)[CH2:11][S:12][C:13](=[NH:15])[CH3:14])=[CH:6][CH:5]=1>CO.C([O-])(O)=O.[Na+].[Cl-].[Zn+2].[Cl-]>[CH3:2][O:3][C:4]1[CH:9]=[CH:8][C:7]([C:10]2[N:15]=[C:13]([CH3:14])[S:12][CH:11]=2)=[CH:6][CH:5]=1 |f:0.1,3.4,5.6.7|. Reported procedure: Heat a mixture of thioacetimidic acid 2-(4-methoxyphenyl)-2-oxoethyl ester hydrobromide (10.0 g, 32.9 mmol) and zinc (II) chloride (4.50 g, 33.0 mmol) in methanol (80 mL) at reflux under nitrogen protection for 6.5 hours. Cool the mixture, slowly dilute with saturated NaHCO3 (300 mL), and extract with methylene chloride (400 mL×2). Dry the combined organic extracts over sodium sulfate and remove the solvent under reduced pressure. Purify the crude product by flash column chromatography on silica... Reactants: BrC=1C(=C(C(=O)OC)C(=CC1)CS(=O)(=O)N1CCCCC1)OC (methyl 3-bromo-2-methoxy-6-(piperidin-1-ylsulphonylmethyl)benzoate), N1CCCC1 (pyrrolidine), [Na+].BrC1=C(C(=C(C=C1)CS(=O)(=O)[O-])C(=O)OC)OC ((4-bromo-3-methoxy-2-methoxycarbonylphenyl)-methanesulphonic acid sodium salt), [Na+].BrC1=C(C(=C(C=C1)CS(=O)(=O)[O-])C(=O)OC)OC ((4-bromo-3-methoxy-2-methoxycarbonylphenyl)-methanesulphonic acid sodium salt). Product: BrC=1C(=C(C(=O)OC)C(=CC1)CS(=O)(=O)N1CCCC1)OC (Methyl 3-bromo-2-methoxy-6-(pyrrolidine-1-ylsulphonylmethyl)benzoate). Reaction SMILES: [Br:1][C:2]1[C:3]([O:22][CH3:23])=[C:4]([C:9]([CH2:12][S:13]([N:16]2[CH2:21][CH2:20][CH2:19][CH2:18]C2)(=[O:15])=[O:14])=[CH:10][CH:11]=1)[C:5]([O:7][CH3:8])=[O:6].[Na+].BrC1C=CC(CS([O-])(=O)=O)=C(C(OC)=O)C=1OC.N1CCCC1>>[Br:1][C:2]1[C:3]([O:22][CH3:23])=[C:4]([C:9]([CH2:12][S:13]([N:16]2[CH2:18][CH2:19][CH2:20][CH2:21]2)(=[O:14])=[O:15])=[CH:10][CH:11]=1)[C:5]([O:7][CH3:8])=[O:6] |f:1.2|. Procedure: Prepared by proceeding in a similar manner to Intermediate 147, starting from methyl (4-bromo-3-methoxy-2-methoxycarbonylphenyl)-methanesulphonic acid sodium salt (Intermediate 148) and pyrrolidine as a white solid. Starting materials: F[B-](F)(F)F, CC(C)N1CCC(Oc2cnc3[nH]c(C(=O)O)cc3c2)CC1, CCN(C(C)C)C(C)C, Cl, NCc1ccc(F)cc1, CN(C)C=O, CN(C)C(On1nnc2ccccc21)=[N+](C)C. Product: CC(C)N1CCC(Oc2cnc3[nH]c(C(=O)NCc4ccc(F)cc4)cc3c2)CC1. Reaction SMILES: [B-:24]([F:25])([F:26])([F:27])[F:28].[CH:2]([CH3:3])([CH3:4])[N:5]1[CH2:6][CH2:7][CH:8]([O:11][c:12]2[cH:13][c:14]3[c:15]([n:16][cH:17]2)[nH:18][c:19]([C:21](=[O:22])[OH:23])[cH:20]3)[CH2:9][CH2:10]1.[CH:55]([N:56]([CH2:57][CH3:58])[CH:59]([CH3:60])[CH3:61])([CH3:62])[CH3:63].[ClH:1].[F:46][c:47]1[cH:48][cH:49][c:50]([CH2:51][NH2:52])[cH:53][cH:54]1.[O:64]=[CH:65][N:66]([CH3:67])[CH3:68].[n:29]1([O:30][C:31]([N:32]([CH3:33])[CH3:34])=[N+:35]([CH3:36])[CH3:37])[c:38]2[cH:39][cH:40][cH:41][cH:42][c:43]2[n:44][n:45]1>>[CH:2]([CH3:3])([CH3:4])[N:5]1[CH2:6][CH2:7][CH:8]([O:11][c:12]2[cH:13][c:14]3[c:15]([n:16][cH:17]2)[nH:18][c:19]([C:21](=[O:22])[NH:52][CH2:51][c:50]2[cH:49][cH:48][c:47]([F:46])[cH:54][cH:53]2)[cH:20]3)[CH2:9][CH2:10]1. RXN SMILES: [C:36](=[O:37])([O-:38])[O-:39].[CH3:78][CH2:79][OH:80].[CH3:81][C:82]#[N:83].[Cl:2][c:3]1[cH:4][c:5]([N:6]2[CH2:7][CH2:8][N:9]([CH2:10][CH2:11][CH2:12][n:13]3[c:14]([CH2:15][CH3:16])[n:17][nH:18][c:19]3=[O:20])[CH2:21][CH2:22]2)[cH:23][cH:24][cH:25]1.[Cl:44][c:45]1[cH:46][c:47]([N:51]2[CH2:52][CH2:53][N:54]([CH2:57][CH2:58][CH2:59][n:60]3[c:61](=[O:76])[n:62]([CH2:67][CH2:68][O:69][c:70]4[cH:71][cH:72][cH:73][cH:74][cH:75]4)[n:63][c:64]3[CH2:65][CH3:66])[CH2:55][CH2:56]2)[cH:48][cH:49][cH:50]1.[ClH:1].[ClH:77].[I-:43].[K+:40].[K+:41].[K+:42].[O:26]([CH2:27][CH2:28][Br:29])[c:30]1[cH:31][cH:32][cH:33][cH:34][cH:35]1>>[Cl:44][c:45]1[cH:46][c:47]([N:51]2[CH2:52][CH2:53][N:54]([CH2:57][CH2:58][CH2:59][n:60]3[c:61](=[O:76])[n:62]([CH2:67][CH2:68][O:69][c:70]4[cH:71][cH:72][cH:73][cH:74][cH:75]4)[n:63][c:64]3[CH2:65][CH3:66])[CH2:55][CH2:56]2)[cH:48][cH:49][cH:50]1.[ClH:2]. Starting materials: O=C([O-])[O-], CCO, CC#N, CCc1n[nH]c(=O)n1CCCN1CCN(c2cccc(Cl)c2)CC1, CCc1nn(CCOc2ccccc2)c(=O)n1CCCN1CCN(c2cccc(Cl)c2)CC1, Cl, Cl, [I-], [K+], [K+], [K+], BrCCOc1ccccc1. Yields the product CCc1nn(CCOc2ccccc2)c(=O)n1CCCN1CCN(c2cccc(Cl)c2)CC1, Cl. Starting materials: CN(C=CC=C(C#N)C#N)C (4-dimethylamino-1,1-dicyano-1,3-butadiene), N (ammonia). Run in CO (methanol). Reaction conditions: temperature 150 celsius, time 3 hour. Yields the product NC1=C(C#N)C=CC=N1 (2-aminonicotine nitrile). Yield: 91.0%. RXN SMILES: C[N:2](C)[CH:3]=[CH:4][CH:5]=[C:6]([C:9]#[N:10])[C:7]#[N:8].N>CO>[NH2:10][C:9]1[N:2]=[CH:3][CH:4]=[CH:5][C:6]=1[C:7]#[N:8]. Procedure details: 17.3 parts of 4-dimethylamino-1,1-dicyano-1,3-butadiene and 90 parts of methanol are combined in a stirred autoclave. 16 parts of liquid ammonia are added and the mixture is stirred at 150° C. for 3 hours. The mixture is evaporated down under reduced pressure and, after the addition of ethanol, the precipitate is filtered off with suction and dried. 12.7 parts (91% of theory) of 2-aminonicotine nitrile, of melting point 130° to 132° C. (from ethanol), are obtained. The reactants are CN1N=C(C=C1C1=CC=C(S1)C(=O)O)C(F)(F)F (5-(1-methyl-3-trifluoromethyl-1H-pyrazol-5-yl)thiophene-2-carboxylic acid), C1(=CC=CC=C1)P(=O)(C1=CC=CC=C1)N=[N+]=[N-] (diphenylphosphoryl azide), C(C)C1=C(N(CC)CC)C=CC=C1 (triethylamline), C1(=CC=CC=C1)C (toluene), C(C)(C)(C)O (tert-butanol). Run at temperature 50 celsius, time 30 minute. Yields the product CN1N=C(C=C1C1=CC=C(S1)NC(=O)OC(C)(C)C)CF (tert-butyl 5-(1-methyl-3-fluoromethyl-1H-pyrazol-5-yl)thiophene-2-carbamate). Reaction SMILES: [CH3:1][N:2]1[C:6]([C:7]2[S:11][C:10](C(O)=O)=[CH:9][CH:8]=2)=[CH:5][C:4]([C:15]([F:18])(F)F)=[N:3]1.C1(P(N=[N+]=[N-])(C2C=CC=CC=2)=[O:26])C=CC=CC=1.C(C1C=CC=CC=1[N:40]([CH2:43]C)CC)C.C1(C)C=CC=CC=1.[C:56]([OH:60])([CH3:59])([CH3:58])[CH3:57]>>[CH3:1][N:2]1[C:6]([C:7]2[S:11][C:10]([NH:40][C:43]([O:60][C:56]([CH3:59])([CH3:58])[CH3:57])=[O:26])=[CH:9][CH:8]=2)=[CH:5][C:4]([CH2:15][F:18])=[N:3]1. Procedure: A mixture of 5-(1-methyl-3-trifluoromethyl-1H-pyrazol-5-yl)thiophene-2-carboxylic acid, diphenylphosphoryl azide, triethylamline and toluene was stirred at 50° C. for 30 minutes. Then, tert-butanol was added to the reaction solution. After stirring at 80° C. for 5 hours, it was subjected to purification in the usual way to give tert-butyl 5-(1-methyl-3-fluoromethyl-1H-pyrazol-5-yl)thiophene-2-carbamate as light yellow crystals. Starting materials: CC1=C(N2[C@@H]([C@@H](C2=O)NC(=O)[C@@H](C=3C=CC(=CC3)O)N)SC1)C(=O)O (cefadroxil), O (H2O), O (water), CC1=C(N2[C@@H]([C@@H](C2=O)NC(=O)[C@@H](C=3C=CC(=CC3)O)N)SC1)C(=O)O (cefadroxil). The solvent is C(C)#N (acetonitrile), C(C)#N (acetonitrile). Conditions: time 15 minute. Product: CC1=C(N2[C@@H]([C@@H](C2=O)NC(=O)[C@@H](C3=CC=C(C=C3)O)N)SC1)C(=O)O.O (Cefadroxil Monohydrate). Yield: 81.5%. RXN SMILES: [CH3:1][C:2]1[CH2:22][S:21][C@@H:5]2[C@H:6]([NH:9][C:10]([C@H:12]([NH2:20])[C:13]3[CH:14]=[CH:15][C:16]([OH:19])=[CH:17][CH:18]=3)=[O:11])[C:7](=[O:8])[N:4]2[C:3]=1[C:23]([OH:25])=[O:24].[OH2:26]>C(#N)C>[CH3:1][C:2]1[CH2:22][S:21][C@@H:5]2[C@H:6]([NH:9][C:10]([C@H:12]([NH2:20])[C:13]3[CH:18]=[CH:17][C:16]([OH:19])=[CH:15][CH:14]=3)=[O:11])[C:7](=[O:8])[N:4]2[C:3]=1[C:23]([OH:25])=[O:24].[OH2:26] |f:3.4|. Reported procedure: Primary grade cefadroxil (8.0 g.) was added in 1 gram increments to a mixture of 5 ml. water and 5 ml. acetonitrile at 40° C. over a 45 minute period. The solution was seeded initially by addition of cefadroxil.H2O crystals. The reaction mixture was stirred for 15 minutes followed by addition of 10 ml. of acetonitrile over 15 minutes. The crystal slurry was allowed to cool to room temperature (approximately 3 hours) and was then filtered. The filter cake was washed with 7 ml. of acetonitrile:wat...